From a dataset of the Open Reaction Database (ORD), a public repository of structured organic reaction records. describe an organic reaction: reactants, conditions, products, and yield Starting materials: ClC(C)Cl (dichloroethane), CC(CCCCCC)=O (2-octanone), C(C)(=O)O[BH-](OC(C)=O)OC(C)=O.[Na+] (sodium triacetoxyborohydride), IC1=CC=C(N)C=C1 (4-iodoaniline). The solvent is C(C)(=O)O (acetic acid). Reaction conditions: time 10 minute. Product: IC1=CC=C(C=C1)NC(C)CCCCCC (N-(4'-iodophenyl)-2-amino octane). The yield is 88.0%. Reaction SMILES: [I:1][C:2]1[CH:8]=[CH:7][C:5]([NH2:6])=[CH:4][CH:3]=1.ClC(Cl)C.[CH3:13][C:14](=O)[CH2:15][CH2:16][CH2:17][CH2:18][CH2:19][CH3:20].C(O[BH-](OC(=O)C)OC(=O)C)(=O)C.[Na+]>C(O)(=O)C>[I:1][C:2]1[CH:8]=[CH:7][C:5]([NH:6][CH:14]([CH2:15][CH2:16][CH2:17][CH2:18][CH2:19][CH3:20])[CH3:13])=[CH:4][CH:3]=1 |f:3.4|. Reported procedure: A flask containing 4-iodoaniline (11.0 g, 50.2 mmol)was charged with dry dichloroethane (125 ml), 2-octanone (7.9 ml, 50.0 retool) and sodium triacetoxyborohydride (13.8 g, 65 retool). After stirring for 10 minutes, acetic acid (2.9 ml, 50.7 retool) was added via syringe over a 5 minute period. The reaction was stirred under an N2 atmosphere for 16 hrs. At the end of this period the reaction was quenched by the careful addition of a solution of saturated aqueous ammonium chloride (100 ml). After... The reactants are Cl.ClC1=CC=C(C=C1)C1(CCC1)C(OCC)=N (Ethyl 1-(4-chlorophenyl)cyclobutanecarbimidate hydrochloride), O.OP(=O)(O)[O-].[Na+] (sodium phosphate monobasic monohydrate), O.O.O.O.O.O.O.OP(=O)([O-])[O-].[Na+].[Na+] (sodium phosphate dibasic heptahydrate), N#CN (cyanamide). Solvent: C(C)#N (acetonitrile), O (water). Reaction conditions: time 72 hour. Product: ClC1=CC=C(C=C1)C1(CCC1)C(OCC)=NC#N (Ethyl 1-(4-chlorophenyl)-N-cyanocyclobutanecarbimidate). As a reaction SMILES: Cl.[Cl:2][C:3]1[CH:8]=[CH:7][C:6]([C:9]2([C:13](=[NH:17])[O:14][CH2:15][CH3:16])[CH2:12][CH2:11][CH2:10]2)=[CH:5][CH:4]=1.O.OP([O-])(O)=O.[Na+].O.O.O.O.O.O.O.OP([O-])([O-])=O.[Na+].[Na+].[N:39]#[C:40]N>C(#N)C.O>[Cl:2][C:3]1[CH:4]=[CH:5][C:6]([C:9]2([C:13](=[N:17][C:40]#[N:39])[O:14][CH2:15][CH3:16])[CH2:10][CH2:11][CH2:12]2)=[CH:7][CH:8]=1 |f:0.1,2.3.4,5.6.7.8.9.10.11.12.13.14|. Procedure: To a solution of Example 3A (2.5 g, 9.1 mmol) in acetonitrile (7 mL) was added a solution of sodium phosphate monobasic monohydrate (5.0 g, 36.5 mmol), sodium phosphate dibasic heptahydrate (4.9 g, 18.2 mmol), and cyanamide (0.8 g, 18.2 mmol) in water (70.0 mL). The reaction mixture was stirred at room temperature for 72 hours, and then the mixture was extracted with methylene chloride (3×30 mL). The combined organic extracts were dried over anhydrous Na2SO4, filtered and concentrated under redu... The reactants are COC1=CC=C(CN(C2=NC=C(C=N2)C=2C3=C(N=C(N2)N2CCOCC2)NCC3)CC3=CC=C(C=C3)OC)C=C1 (bis-(4-methoxy-benzyl)-[5-(2-morpholin-4-yl-6,7-dihydro-5H-pyrrolo[2,3-d]pyrimidin-4-yl)-pyrimidin-2-yl]-amine), BrC=1C=CC(=NC1)C(=O)N1CCN(CC1)CCO ((5-bromo-pyridin-2-yl)-[4-(2-hydroxy-ethyl)-piperazin-1-yl]-methanone), COC(C1=CC=C(C=C1)Br)=O (4-bromobenzoic acid methyl ester). Product: COC1=CC=C(CN(C2=NC=C(C=N2)C=2C3=C(N=C(N2)N2CCOCC2)N(CC3)C=3C=CC(=NC3)C(=O)N3CCN(CC3)CCO)CC3=CC=C(C=C3)OC)C=C1 ([5-(4-{2-[bis-(4-methoxy-benzyl)-amino]-pyrimidin-5-yl}-2-morpholin-4-yl-5,6-dihydro-pyrrolo[2,3-d]pyrimidin-7-yl)-pyridin-2-yl]-[4-(2-hydroxy-ethyl)-piperazin-1-yl]-methanone). As a reaction SMILES: [CH3:1][O:2][C:3]1[CH:40]=[CH:39][C:6]([CH2:7][N:8]([CH2:30][C:31]2[CH:36]=[CH:35][C:34]([O:37][CH3:38])=[CH:33][CH:32]=2)[C:9]2[N:14]=[CH:13][C:12]([C:15]3[C:16]4[CH2:29][CH2:28][NH:27][C:17]=4[N:18]=[C:19]([N:21]4[CH2:26][CH2:25][O:24][CH2:23][CH2:22]4)[N:20]=3)=[CH:11][N:10]=2)=[CH:5][CH:4]=1.Br[C:42]1[CH:43]=[CH:44][C:45]([C:48]([N:50]2[CH2:55][CH2:54][N:53]([CH2:56][CH2:57][OH:58])[CH2:52][CH2:51]2)=[O:49])=[N:46][CH:47]=1.COC(=O)C1C=CC(Br)=CC=1>>[CH3:38][O:37][C:34]1[CH:33]=[CH:32][C:31]([CH2:30][N:8]([CH2:7][C:6]2[CH:5]=[CH:4][C:3]([O:2][CH3:1])=[CH:40][CH:39]=2)[C:9]2[N:10]=[CH:11][C:12]([C:15]3[C:16]4[CH2:29][CH2:28][N:27]([C:42]5[CH:43]=[CH:44][C:45]([C:48]([N:50]6[CH2:51][CH2:52][N:53]([CH2:56][CH2:57][OH:58])[CH2:54][CH2:55]6)=[O:49])=[N:46][CH:47]=5)[C:17]=4[N:18]=[C:19]([N:21]4[CH2:26][CH2:25][O:24][CH2:23][CH2:22]4)[N:20]=3)=[CH:13][N:14]=2)=[CH:36][CH:35]=1. Procedure: Using bis-(4-methoxy-benzyl)-[5-(2-morpholin-4-yl-6,7-dihydro-5H-pyrrolo[2,3-d]pyrimidin-4-yl)-pyrimidin-2-yl]-amine (100 mg) and (5-bromo-pyridin-2-yl)-[4-(2-hydroxy-ethyl)-piperazin-1-yl]-methanone (70 mg) obtained in the same manner as Step A in Example 1-D-79 instead of 4-bromobenzoic acid methyl ester in Example 1-D-08, in the same manner as Example 1-D-08, a crude product of [5-(4-{2-[bis-(4-methoxy-benzyl)-amino]-pyrimidin-5-yl}-2-morpholin-4-yl-5,6-dihydro-pyrrolo[2,3-d]pyrimidin-7-yl)-p... The reactants are CCC(O)(CC)CCc1ccc(C(CC)(CC)c2ccc(B3OC(C)(C)C(C)(C)O3)c(C)c2)cc1C, COC(=O)Cc1cncc(Br)c1, [K+], [K+], [K+], O, O=P([O-])([O-])[O-], c1ccc(P(c2ccccc2)(c2ccccc2)[Pd](P(c2ccccc2)(c2ccccc2)c2ccccc2)(P(c2ccccc2)(c2ccccc2)c2ccccc2)P(c2ccccc2)(c2ccccc2)c2ccccc2)cc1. The product is CCC(O)(CC)CCc1ccc(C(CC)(CC)c2ccc(-c3cncc(CC(=O)OC)c3)c(C)c2)cc1C. As a reaction SMILES: [CH2:1]([CH3:2])[C:3]([CH2:4][CH2:5][c:6]1[c:7]([CH3:33])[cH:8][c:9]([C:12]([CH2:13][CH3:14])([c:15]2[cH:16][c:17]([CH3:30])[c:18]([B:21]3[O:22][C:23]([CH3:24])([CH3:25])[C:26]([CH3:27])([CH3:28])[O:29]3)[cH:19][cH:20]2)[CH2:31][CH3:32])[cH:10][cH:11]1)([CH2:34][CH3:35])[OH:36].[CH3:37][O:38][C:39]([CH2:40][c:41]1[cH:42][n:43][cH:44][c:45]([Br:47])[cH:46]1)=[O:48].[K+:54].[K+:55].[K+:56].[OH2:134].[P:49]([O-:50])([O-:51])([O-:52])=[O:53].[cH:57]1[cH:58][cH:59][c:60]([P:61]([Pd:62]([P:63]([c:64]2[cH:65][cH:66][cH:67][cH:68][cH:69]2)([c:70]2[cH:71][cH:72][cH:73][cH:74][cH:75]2)[c:76]2[cH:77][cH:78][cH:79][cH:80][cH:81]2)([P:82]([c:83]2[cH:84][cH:85][cH:86][cH:87][cH:88]2)([c:89]2[cH:90][cH:91][cH:92][cH:93][cH:94]2)[c:95]2[cH:96][cH:97][cH:98][cH:99][cH:100]2)[P:101]([c:102]2[cH:103][cH:104][cH:105][cH:106][cH:107]2)([c:108]2[cH:109][cH:110][cH:111][cH:112][cH:113]2)[c:114]2[cH:115][cH:116][cH:117][cH:118][cH:119]2)([c:120]2[cH:121][cH:122][cH:123][cH:124][cH:125]2)[c:126]2[cH:127][cH:128][cH:129][cH:130][cH:131]2)[cH:132][cH:133]1>>[CH2:1]([CH3:2])[C:3]([CH2:4][CH2:5][c:6]1[c:7]([CH3:33])[cH:8][c:9]([C:12]([CH2:13][CH3:14])([c:15]2[cH:16][c:17]([CH3:30])[c:18](-[c:45]3[cH:44][n:43][cH:42][c:41]([CH2:40][C:39]([O:38][CH3:37])=[O:48])[cH:46]3)[cH:19][cH:20]2)[CH2:31][CH3:32])[cH:10][cH:11]1)([CH2:34][CH3:35])[OH:36]. The reactants are C1CCOC1, CCOC(C)=O, COc1cc(C=O)ccc1-n1cnc(C)c1, [H-], [Na+], O. Yields the product CCOC(=O)C=Cc1ccc(-n2cnc(C)c2)c(OC)c1. Reaction SMILES: [CH2:1]1[O:2][CH2:3][CH2:4][CH2:5]1.[CH3:24][CH2:25][O:26][C:27]([CH3:28])=[O:29].[CH3:8][O:9][c:10]1[cH:11][c:12]([CH:13]=[O:14])[cH:15][cH:16][c:17]1-[n:18]1[cH:19][n:20][c:21]([CH3:23])[cH:22]1.[H-:6].[Na+:7].[OH2:30]>>[CH3:8][O:9][c:10]1[cH:11][c:12]([CH:13]=[CH:28][C:27]([O:26][CH2:25][CH3:24])=[O:29])[cH:15][cH:16][c:17]1-[n:18]1[cH:19][n:20][c:21]([CH3:23])[cH:22]1. Starting materials: O1CCOCC1 (dioxane), Cl (hydrogen chloride), C(C)(C)(C)C1=C(C=C(C=C1)CCC(CC1CCCCC1)OC(CN1C=NC=C1)=O)NC(CC1C2=CC=CC=C2OC=2C=CC=CC12)=O (N-(2-t-butyl-5-{3-[2-(1-imidazolyl)acetoxy]-4-cyclohexylbutyl}phenyl)-2-(9H-xanthen-9-yl)acetamide). Run in C(C)OCC (diethyl ether). The product is Cl.C(C)(C)(C)C1=C(C=C(C=C1)CCC(CC1CCCCC1)OC(CN1C=NC=C1)=O)NC(CC1C2=CC=CC=C2OC=2C=CC=CC12)=O (N-(2-t-Butyl-5-{3-[2-(1-imidazolyl)acetoxy]-4-cyclohexylbutyl}phenyl)-2-(9H-xanthen-9-yl)acetamide hydrochloride). Yield: 85.0%. RXN SMILES: O1CCOCC1.[ClH:7].[C:8]([C:12]1[CH:17]=[CH:16][C:15]([CH2:18][CH2:19][CH:20]([O:28][C:29](=[O:36])[CH2:30][N:31]2[CH:35]=[CH:34][N:33]=[CH:32]2)[CH2:21][CH:22]2[CH2:27][CH2:26][CH2:25][CH2:24][CH2:23]2)=[CH:14][C:13]=1[NH:37][C:38](=[O:54])[CH2:39][CH:40]1[C:53]2[CH:52]=[CH:51][CH:50]=[CH:49][C:48]=2[O:47][C:46]2[C:41]1=[CH:42][CH:43]=[CH:44][CH:45]=2)([CH3:11])([CH3:10])[CH3:9]>C(OCC)C>[ClH:7].[C:8]([C:12]1[CH:17]=[CH:16][C:15]([CH2:18][CH2:19][CH:20]([O:28][C:29](=[O:36])[CH2:30][N:31]2[CH:35]=[CH:34][N:33]=[CH:32]2)[CH2:21][CH:22]2[CH2:27][CH2:26][CH2:25][CH2:24][CH2:23]2)=[CH:14][C:13]=1[NH:37][C:38](=[O:54])[CH2:39][CH:40]1[C:41]2[CH:42]=[CH:43][CH:44]=[CH:45][C:46]=2[O:47][C:48]2[C:53]1=[CH:52][CH:51]=[CH:50][CH:49]=2)([CH3:11])([CH3:9])[CH3:10] |f:4.5|. Procedure details: 200 μl of a 4N dioxane solution of hydrogen chloride were added to a solution of 339 mg (0.54 mmol) of N-(2-t-butyl-5-{3-[2-(1-imidazolyl)acetoxy]-4-cyclohexylbutyl}phenyl)-2-(9H-xanthen-9-yl)acetamide [prepared as described in step (i) above] in 3 ml of diethyl ether, and the crystals which precipitated were collected by filtration and washed with diethyl ether. The crystals were purified by high performance liquid chromatography through ODS (120 A, φ30 mm×250 mm) using a 3:1 by volume mixture ...